This data is from the Open Reaction Database (ORD), a public repository of structured organic reaction records. The task is: describe an organic reaction: reactants, conditions, products, and yield Starting materials: CCC(C)(C)[Mg+], CO, [Cl-], [Cl-], ClCCl, [NH4+], COC(=O)C(=O)N1CCC1c1nnnn1CCCc1cccnc1, C1CCOC1. Yields the product CCC(C)(C)C(=O)C(=O)N1CCC1c1nnnn1CCCc1cccnc1. As a reaction SMILES: [CH3:26][C:27]([CH2:28][CH3:29])([CH3:30])[Mg+:31].[CH3:34][OH:35].[Cl-:25].[Cl-:32].[Cl:41][CH2:42][Cl:43].[NH4+:33].[O:1]=[C:2]([C:3]([O:4][CH3:5])=[O:6])[N:7]1[CH:8]([c:11]2[n:12][n:13][n:14][n:15]2[CH2:16][CH2:17][CH2:18][c:19]2[cH:20][n:21][cH:22][cH:23][cH:24]2)[CH2:9][CH2:10]1.[O:36]1[CH2:37][CH2:38][CH2:39][CH2:40]1>>[O:1]=[C:2]([C:3](=[O:6])[C:27]([CH3:26])([CH2:28][CH3:29])[CH3:30])[N:7]1[CH:8]([c:11]2[n:12][n:13][n:14][n:15]2[CH2:16][CH2:17][CH2:18][c:19]2[cH:20][n:21][cH:22][cH:23][cH:24]2)[CH2:9][CH2:10]1.